From a dataset of the Open Reaction Database (ORD), a public repository of structured organic reaction records. describe an organic reaction: reactants, conditions, products, and yield The reactants are C1CCOC1, Cl, CCOC(=O)Cc1ccc(-c2ccnc(F)c2)nc1, [Na+], [OH-], O. The product is O=C(O)Cc1ccc(-c2ccnc(F)c2)nc1. As a reaction SMILES: [CH2:23]1[O:24][CH2:25][CH2:26][CH2:27]1.[ClH:22].[F:1][c:2]1[n:3][cH:4][cH:5][c:6](-[c:8]2[n:9][cH:10][c:11]([CH2:14][C:15](=[O:16])[O:17][CH2:18][CH3:19])[cH:12][cH:13]2)[cH:7]1.[Na+:21].[OH-:20].[OH2:28]>>[F:1][c:2]1[n:3][cH:4][cH:5][c:6](-[c:8]2[n:9][cH:10][c:11]([CH2:14][C:15](=[O:16])[OH:17])[cH:12][cH:13]2)[cH:7]1. The reactants are CCNCC(C)O, ClC1(N=Nc2cccnn2)C=CC(C(c2ccccc2)(c2ccccc2)c2ccccc2)=NN1, [H-], [Na+], C1CCOC1. The product is CCN(CC(C)O)C1(N=Nc2cccnn2)C=CC(C(c2ccccc2)(c2ccccc2)c2ccccc2)=NN1. As a reaction SMILES: [CH2:3]([CH3:4])[NH:5][CH2:6][CH:7]([CH3:8])[OH:9].[Cl:10][C:11]1([N:36]=[N:37][c:38]2[n:39][n:40][cH:41][cH:42][cH:43]2)[NH:12][N:13]=[C:14]([C:17]([c:18]2[cH:19][cH:20][cH:21][cH:22][cH:23]2)([c:24]2[cH:25][cH:26][cH:27][cH:28][cH:29]2)[c:30]2[cH:31][cH:32][cH:33][cH:34][cH:35]2)[CH:15]=[CH:16]1.[H-:1].[Na+:2].[O:44]1[CH2:45][CH2:46][CH2:47][CH2:48]1>>[CH2:3]([CH3:4])[N:5]([CH2:6][CH:7]([CH3:8])[OH:9])[C:11]1([N:36]=[N:37][c:38]2[n:39][n:40][cH:41][cH:42][cH:43]2)[NH:12][N:13]=[C:14]([C:17]([c:18]2[cH:19][cH:20][cH:21][cH:22][cH:23]2)([c:24]2[cH:25][cH:26][cH:27][cH:28][cH:29]2)[c:30]2[cH:31][cH:32][cH:33][cH:34][cH:35]2)[CH:15]=[CH:16]1. Reactants: C(C)(C)(C)OC(=O)N[C@@H](CC1=CNC2=CC=CC=C12)C(=O)N1[C@H](C(=O)N2[C@H](C(=O)N[C@@H](CC3=CC=C(C=C3)OCC3=CC=CC=C3)C(=O)N[C@@H](COCC3=CC=CC=C3)C(=O)O)CCC2)CCC1 (Nα -t-Butoxycarbonyl-L-tryptophyl-L-prolyl-L-prolyl-O-benzyl-L-tyrosyl-O-benzyl-L-serine), C(C)(C)(C)OC(=O)N[C@@H](CC1=CC=C(C=C1)OCC1=CC=CC=C1)C(=O)O (Nα -t-butoxycarbonyl-O-benzyl-L-tyrosine), C(C)(C)(C)OC(=O)N[C@@H](CC1=CNC2=CC=CC=C12)C(=O)O (Nα -t-butoxycarbonyl-L-tryptophane), C1(CCCCC1)N=C=NC1CCCCC1 (dicyclohexylcarbodiimide), Nα -t-butoxycarbonyl-L-proline, C1(CCCCC1)N=C=NC1CCCCC1 (dicyclohexylcarbodiimide), C1(CCCCC1)N=C=NC1CCCCC1 (dicyclohexylcarbodiimide), C1(CCCCC1)N=C=NC1CCCCC1 (dicyclohexylcarbodiimide), methyl ester, C(C)(C)(C)OC(=O)N[C@@H](COCC1=CC=CC=C1)C(=O)O (Nα -t-butoxycarbonyl-O-benzyl-L-serine), Nα -t-butoxycarbonyl-L-proline. The solvent is CO (methanol). The product is COC([C@@H](NC([C@@H](NC([C@H]1N(CCC1)C([C@H]1N(CCC1)C([C@@H](NC(=O)OC(C)(C)C)CC1=CNC2=CC=CC=C12)=O)=O)=O)CC1=CC=C(C=C1)OCC1=CC=CC=C1)=O)COCC1=CC=CC=C1)=O (Nα -t-Butoxycarbonyl-L-tryptophyl-L-prolyl-L-prolyl-O-benzyl-L-tyrosyl-O-benzyl-L-serine methyl ester). Reaction SMILES: [C:1]([O:5][C:6]([NH:8][C@H:9]([C:20]([N:22]1[CH2:68][CH2:67][CH2:66][C@H:23]1[C:24]([N:26]1[CH2:65][CH2:64][CH2:63][C@H:27]1[C:28]([NH:30][C@H:31]([C:47]([NH:49][C@H:50]([C:60]([OH:62])=[O:61])[CH2:51][O:52][CH2:53][C:54]1[CH:59]=[CH:58][CH:57]=[CH:56][CH:55]=1)=[O:48])[CH2:32][C:33]1[CH:38]=[CH:37][C:36]([O:39][CH2:40][C:41]2[CH:46]=[CH:45][CH:44]=[CH:43][CH:42]=2)=[CH:35][CH:34]=1)=[O:29])=[O:25])=[O:21])[CH2:10][C:11]1[C:19]2[C:14](=[CH:15][CH:16]=[CH:17][CH:18]=2)[NH:13][CH:12]=1)=[O:7])([CH3:4])([CH3:3])[CH3:2].[C:69](OC(N[C@H](C(O)=O)COCC1C=CC=CC=1)=O)(C)(C)C.C(OC(N[C@H](C(O)=O)CC1C=CC(OCC2C=CC=CC=2)=CC=1)=O)(C)(C)C.C1(N=C=NC2CCCCC2)CCCCC1.C(OC(N[C@H](C(O)=O)CC1C2C(=CC=CC=2)NC=1)=O)(C)(C)C>CO>[CH3:69][O:61][C:60](=[O:62])[C@H:50]([CH2:51][O:52][CH2:53][C:54]1[CH:55]=[CH:56][CH:57]=[CH:58][CH:59]=1)[NH:49][C:47](=[O:48])[C@H:31]([CH2:32][C:33]1[CH:38]=[CH:37][C:36]([O:39][CH2:40][C:41]2[CH:42]=[CH:43][CH:44]=[CH:45][CH:46]=2)=[CH:35][CH:34]=1)[NH:30][C:28](=[O:29])[C@@H:27]1[CH2:63][CH2:64][CH2:65][N:26]1[C:24](=[O:25])[C@@H:23]1[CH2:66][CH2:67][CH2:68][N:22]1[C:20](=[O:21])[C@H:9]([CH2:10][C:11]1[C:19]2[C:14](=[CH:15][CH:16]=[CH:17][CH:18]=2)[NH:13][CH:12]=1)[NH:8][C:6]([O:5][C:1]([CH3:4])([CH3:2])[CH3:3])=[O:7]. Procedure details: Nα -t-Butoxycarbonyl-L-tryptophyl-L-prolyl-L-prolyl-O-benzyl-L-tyrosyl-O-benzyl-L-serine resin, 20 g., (24 mmol) is converted to the methyl ester by the procedure of Example 1 yielding the above named product in the form of a glass [α]D23 -68° (c. 1.05 in methanol). The above resin is prepared according to the procedure of Example 1using Nα -t-butoxycarbonyl-O-benzyl-L-serine resin which is successively reacted with 1) 8.9 g. (24 mmol) of Nα -t-butoxycarbonyl-O-benzyl-L-tyrosine and 5 g. (24.2 m...